describe an organic reaction: reactants, conditions, products, and yield From a dataset of the Open Reaction Database (ORD), a public repository of structured organic reaction records. Reactants: CCOC(=O)C(OCC)c1c(F)ccc(O)c1F, ClCCl, OB(O)c1ccc(F)cc1. Yields the product CCOC(=O)C(OCC)c1c(F)ccc(Oc2ccc(F)cc2)c1F. RXN SMILES: [CH2:1]([CH3:2])[O:3][C:4]([CH:5]([O:6][CH2:7][CH3:8])[c:9]1[c:10]([F:17])[c:11]([OH:16])[cH:12][cH:13][c:14]1[F:15])=[O:18].[Cl:29][CH2:30][Cl:31].[F:19][c:20]1[cH:21][cH:22][c:23]([B:26]([OH:27])[OH:28])[cH:24][cH:25]1>>[CH2:1]([CH3:2])[O:3][C:4]([CH:5]([O:6][CH2:7][CH3:8])[c:9]1[c:10]([F:17])[c:11]([O:16][c:23]2[cH:22][cH:21][c:20]([F:19])[cH:25][cH:24]2)[cH:12][cH:13][c:14]1[F:15])=[O:18]. Starting materials: CCO, [O-][n+]1ccc(OC(c2ccccc2)c2ccccc2)cc1. The product is c1ccc(C(Oc2ccncc2)c2ccccc2)cc1. RXN SMILES: [CH3:22][CH2:23][OH:24].[c:1]1([CH:7]([O:8][c:9]2[cH:10][cH:11][n+:12]([O-:15])[cH:13][cH:14]2)[c:16]2[cH:17][cH:18][cH:19][cH:20][cH:21]2)[cH:2][cH:3][cH:4][cH:5][cH:6]1>>[c:1]1([CH:7]([O:8][c:9]2[cH:10][cH:11][n:12][cH:13][cH:14]2)[c:16]2[cH:17][cH:18][cH:19][cH:20][cH:21]2)[cH:2][cH:3][cH:4][cH:5][cH:6]1. Reactants: TEA, C(C)(C)(C)OC(=O)N1CCN(CC1)C(COC1=CC=C(C=C1)N1N=NN=C1)=O (tert-butyl-4-(2-(4-(1H-tetrazol-1-yl)phenoxy)acetyl)piperazine-1-carboxylate), C(C)(C)(C)OC(=O)N1CCN(CC1)C(COC1=CC=C(C=C1)N1N=NN=C1)=O (tert-butyl-4-(2-(4-(1H-tetrazol-1-yl)phenoxy)acetyl)piperazine-1-carboxylate), C1=C(C=CC2=CC=CC=C12)S(=O)(=O)Cl (2-naphthalene sulfonylchloride), O (water). Run in C(Cl)Cl (DCM). Reaction conditions: time 3 hour. Product: N1(N=NN=C1)C1=CC=C(OCC(=O)N2CCN(CC2)S(=O)(=O)C2=CC3=CC=CC=C3C=C2)C=C1 (2-(4-(1H-tetrazol-1-yl)phenoxy)-1-(4-(naphthalen-2-ylsulfonyl)piperazin-1-yl)ethanone). Isolated yield 71.1%. As a reaction SMILES: C(OC([N:8]1[CH2:13][CH2:12][N:11]([C:14](=[O:28])[CH2:15][O:16][C:17]2[CH:22]=[CH:21][C:20]([N:23]3[CH:27]=[N:26][N:25]=[N:24]3)=[CH:19][CH:18]=2)[CH2:10][CH2:9]1)=O)(C)(C)C.[CH:29]1[C:38]2[C:33](=[CH:34][CH:35]=[CH:36][CH:37]=2)[CH:32]=[CH:31][C:30]=1[S:39](Cl)(=[O:41])=[O:40].O>C(Cl)Cl>[N:23]1([C:20]2[CH:19]=[CH:18][C:17]([O:16][CH2:15][C:14]([N:11]3[CH2:10][CH2:9][N:8]([S:39]([C:30]4[CH:31]=[CH:32][C:33]5[C:38](=[CH:37][CH:36]=[CH:35][CH:34]=5)[CH:29]=4)(=[O:41])=[O:40])[CH2:13][CH2:12]3)=[O:28])=[CH:22][CH:21]=2)[CH:27]=[N:26][N:25]=[N:24]1. Reported procedure: In a two neck round bottom flask 2-(4-(1H-tetrazol-1-yl)phenoxy)-1-(piperazine-1-yl)ethanone hydrochloride (compound 3, 0.882 mmoles, 0.286 g, 1 eq) and 2-naphthalene sulfonylchloride (0.882 mmoles, 0.2 g, 1 eq) were charged in DCM (20 mL). TEA (2.646 moles, 0.267 g, 3 eq) was added drop wise to the reaction mixture over a period of 10 min at 0° C. The resulting mixture was stirred for 3 h at room temperature and monitored by TLC. After completion of the reaction, water (10 mL) was added and ext... Starting materials: CN1C=CC2=CC=CC(=C12)CC(=O)N (2-(1-methyl-1H-indol-7-yl)acetamide), OCCCC=1C=CC=C2C(=CNC12)C(C(=O)OC)=O (methyl 2-(7-hydroxypropyl-1H-indol-3-yl)oxoacetate), solution, CC(C)([O-])C.[K+] (potassium tert-butoxide), C1CCOC1 (THF). The solvent is CN(C)C=O (DMF). Conditions: temperature 60 celsius, time 12 hour. Yields the product OCCCC=1C=CC=C2C(=CNC12)C=1C(NC(C1C=1C=CC=C2C=CN(C12)C)=O)=O (3-[7-(3-Hydroxypropyl)-1H-indol-3-yl]-4-(1-methyl-1H-indol-7-yl)pyrrole-2,5-dione). The yield is 89.2%. Reaction SMILES: [CH3:1][N:2]1[C:10]2[C:5](=[CH:6][CH:7]=[CH:8][C:9]=2[CH2:11][C:12]([NH2:14])=[O:13])[CH:4]=[CH:3]1.[OH:15][CH2:16][CH2:17][CH2:18][C:19]1[CH:20]=[CH:21][CH:22]=[C:23]2[C:27]=1[NH:26][CH:25]=[C:24]2[C:28](=O)[C:29](OC)=[O:30].CC(C)([O-])C.[K+].C1COCC1>CN(C=O)C>[OH:15][CH2:16][CH2:17][CH2:18][C:19]1[CH:20]=[CH:21][CH:22]=[C:23]2[C:27]=1[NH:26][CH:25]=[C:24]2[C:28]1[C:29](=[O:30])[NH:14][C:12](=[O:13])[C:11]=1[C:9]1[CH:8]=[CH:7][CH:6]=[C:5]2[C:10]=1[N:2]([CH3:1])[CH:3]=[CH:4]2 |f:2.3|. Procedure details: To a solution of 2-(1-methyl-1H-indol-7-yl)acetamide (105 mg, 0.55 mmol) and methyl 2-(7-hydroxypropyl-1H-indol-3-yl)oxoacetate (146 mg, 0.56 mmol) in DMF (2.0 mL) at 4° C. under N2, was added a 1.0 M solution of potassium tert-butoxide in THF (1.7 mL, 1.7 mmol) dropwise over 25 min. The reaction was heated to 60° C. and stirred for 12 h. The reaction mixture was then cooled to room temperature and quenched with 1.0 N hydrochloric acid (5.0 mL). The mixture was extracted with EtOAc (2×15 mL), wa... The reactants are BrC(C(C)=O)C1=CC=C(C#N)C=C1 (4-(1-bromo-2-oxopropyl)benzonitrile), C(N)([S-])=S.[NH4+] (ammonium dithiocarbamate). The solvent is C(C)O (ethanol), C(C)O (ethanol), O (H2O). Conditions: time 24 hour. Yields the product C(#N)C1=CC=C(C=C1)C1=C(N=C(S1)S)C (5-(4-Cyanophenyl)-4-methylthiazol-2-thiol). The yield is 25.8%. RXN SMILES: Br[CH:2]([C:6]1[CH:13]=[CH:12][C:9]([C:10]#[N:11])=[CH:8][CH:7]=1)[C:3](=O)[CH3:4].[C:14](=[S:17])([S-:16])[NH2:15].[NH4+]>C(O)C.O>[C:10]([C:9]1[CH:12]=[CH:13][C:6]([C:2]2[S:16][C:14]([SH:17])=[N:15][C:3]=2[CH3:4])=[CH:7][CH:8]=1)#[N:11] |f:1.2|. Procedure details: A solution of 4-(1-bromo-2-oxopropyl)benzonitrile (4.65 g, 0.02 mol) in absolute ethanol (20 ml) was added over 10 minutes to a stirred suspension of ammonium dithiocarbamate (2.2 g, 0.02 mol) in absolute ethanol (20 ml) at ambient temperature and the reaction mixture stirred for an additional 24 hours. The reaction mixture was then diluted with H2O (50 ml), the bulk of the ethanol evaporated under reduced pressure and product extracted with ethyl acetate. The organic extract was dried (MgSO4), ...